Dataset: the Open Reaction Database (ORD), a public repository of structured organic reaction records. Task: describe an organic reaction: reactants, conditions, products, and yield Reactants: CN1CC=2N(C3=C(C1=O)C=CC=C3)C=NC2C(=O)OCC (ethyl 5,6-dihydro-5-methyl-6-oxo-4H-imidazo[1,5-a][1,4]benzodiazepine-3-carboxylate), [N+](=O)(O)[O-] (nitric acid), N (ammonia). Run in S(O)(O)(=O)=O (sulphuric acid). Product: CN1CC=2N(C3=C(C1=O)C=C(C=C3)[N+](=O)[O-])C=NC2C(=O)OCC (ethyl 5,6-dihydro-5-methyl-8-nitro-6-oxo-4H-imidazo[1,5-a][1,4]benzodiazepine-3-carboxylate). Reaction SMILES: [CH3:1][N:2]1[C:8](=[O:9])[C:7]2[CH:10]=[CH:11][CH:12]=[CH:13][C:6]=2[N:5]2[CH:14]=[N:15][C:16]([C:17]([O:19][CH2:20][CH3:21])=[O:18])=[C:4]2[CH2:3]1.N.[N+:23]([O-])([OH:25])=[O:24]>S(=O)(=O)(O)O>[CH3:1][N:2]1[C:8](=[O:9])[C:7]2[CH:10]=[C:11]([N+:23]([O-:25])=[O:24])[CH:12]=[CH:13][C:6]=2[N:5]2[CH:14]=[N:15][C:16]([C:17]([O:19][CH2:20][CH3:21])=[O:18])=[C:4]2[CH2:3]1. Procedure details: 2.85 g of ethyl 5,6-dihydro-5-methyl-6-oxo-4H-imidazo[1,5-a][1,4]benzodiazepine-3-carboxylate are dissolved in a mixture of 10 ml of 98 percent nitric acid and 15 ml of 98 percent sulphuric acid and heated to 120° for 2 hours. Subsequently, the mixture obtained is cooled to room temperature, poured onto ice, neutralized with about 25 percent ammonia and extracted with chloroform. The chloroform extracts are dried over magnesium sulphate and evaporated. After recrystallization of the residue from... Starting materials: ClCCl, O=S(Cl)Cl, COC(=O)C(C)c1cccc(C(=CCO)c2ccccc2)c1. The product is COC(=O)C(C)c1cccc(C(=CCCl)c2ccccc2)c1. Reaction SMILES: [CH2:27]([Cl:28])[Cl:29].[S:23]([Cl:24])([Cl:25])=[O:26].[c:1]1([C:7](=[CH:8][CH2:9][OH:10])[c:11]2[cH:12][c:13]([CH:17]([C:18](=[O:19])[O:20][CH3:21])[CH3:22])[cH:14][cH:15][cH:16]2)[cH:2][cH:3][cH:4][cH:5][cH:6]1>>[c:1]1([C:7](=[CH:8][CH2:9][Cl:25])[c:11]2[cH:12][c:13]([CH:17]([C:18](=[O:19])[O:20][CH3:21])[CH3:22])[cH:14][cH:15][cH:16]2)[cH:2][cH:3][cH:4][cH:5][cH:6]1.